Dataset: the Open Reaction Database (ORD), a public repository of structured organic reaction records. Task: describe an organic reaction: reactants, conditions, products, and yield Reactants: C(O)([O-])=O.[Na+] (sodium hydrogen carbonate), C(C)(=O)OC(C)=O (acetic anhydride), N1=CC=CC=C1 (pyridine), NC[C@@H]1CC[C@H](CC1)C1=NC=2N(C(N3C(C2N1)=N[C@@H](C3)CC3=CC=CC=C3)=O)CCC ((R)-2-[trans-4-(Aminomethyl)cyclohexyl]-8-benzyl-7,8-dihydro-4-(n-propyl)-1H-imidazo[2,1-i]purin-5(4H)-one), C(Cl)Cl (methylene chloride). Reaction conditions: time 1.5 hour. Product: Cl.C(C)(=O)NC[C@@H]1CC[C@H](CC1)C1=NC=2N(C(N3C(C2N1)=N[C@@H](C3)CC3=CC=CC=C3)=O)CCC ((R)-2-[trans-4-(Acetamidomethyl)cyclohexyl]-8-benzyl-7,8-dihydro-4-(n-propyl)-1H-imidazo[2,1-i]purin-5(4H)-one hydrochloride). Reaction SMILES: [NH2:1][CH2:2][C@H:3]1[CH2:8][CH2:7][C@H:6]([C:9]2[NH:17][C:16]3[C:15]4=[N:18][C@H:19]([CH2:21][C:22]5[CH:27]=[CH:26][CH:25]=[CH:24][CH:23]=5)[CH2:20][N:14]4[C:13](=[O:28])[N:12]([CH2:29][CH2:30][CH3:31])[C:11]=3[N:10]=2)[CH2:5][CH2:4]1.[C:32](OC(=O)C)(=[O:34])[CH3:33].N1C=CC=CC=1.C(=O)([O-])O.[Na+].C(Cl)[Cl:51]>>[ClH:51].[C:32]([NH:1][CH2:2][C@H:3]1[CH2:4][CH2:5][C@H:6]([C:9]2[NH:17][C:16]3[C:15]4=[N:18][C@H:19]([CH2:21][C:22]5[CH:23]=[CH:24][CH:25]=[CH:26][CH:27]=5)[CH2:20][N:14]4[C:13](=[O:28])[N:12]([CH2:29][CH2:30][CH3:31])[C:11]=3[N:10]=2)[CH2:7][CH2:8]1)(=[O:34])[CH3:33] |f:3.4,6.7|. Reported procedure: Compound 62 (50 mg, 0.119 mmol) obtained in Example 62 was dissolved in methylene chloride (500 μL), to the solution were added acetic anhydride (11 μL, 0.119 mmol, 1.0 equivalent) and pyridine (10 μL, 0.120 mmol, 1.0 equivalent), and the mixture was stirred at room temperature for 1.5 hours. To the reaction mixture was added saturated aqueous sodium hydrogen carbonate and the mixture was extracted with ethyl acetate. The resulting organic layer was dried over anhydrous magnesium sulfate, and th... Reactants: CNC1=NS(N=C1CCS)(=O)=O (3-methylamino-4-(2-mercaptoethyl)-1,2,5-thiadiazole 1,1-dioxide), Cl.ClCC=1N=C(SC1)NC(=N)N (4-chloromethyl-2-guanidinothiazole hydrochloride). Reported procedure: When a solution of 3-methylamino-4-(2-mercaptoethyl)-1,2,5-thiadiazole 1,1-dioxide [prepared in Example 25, Step A] is reacted with 4-chloromethyl-2-guanidinothiazole hydrochloride and a strong base, the title compound is thereby produced, which is identical to the product obtained in Example 31. Product: N(C(=N)N)C=1SC=C(N1)CSCCNC1=NS(N=C1NC)(=O)=O (3-{2-[(2-Guanidinothiazol-4-yl)methylthio]ethylamino}-4-methylamino-1,2,5-thiadiazole 1,1-dioxide). Reaction SMILES: [CH3:1][NH:2][C:3]1[C:7](CCS)=[N:6][S:5](=[O:12])(=[O:11])[N:4]=1.Cl.Cl[CH2:15][C:16]1[N:17]=[C:18]([NH:21][C:22]([NH2:24])=[NH:23])[S:19][CH:20]=1>>[NH:21]([C:18]1[S:19][CH:20]=[C:16]([CH2:15][S:19][CH2:20][CH2:16][NH:17][C:7]2[C:3]([NH:2][CH3:1])=[N:4][S:5](=[O:11])(=[O:12])[N:6]=2)[N:17]=1)[C:22]([NH2:24])=[NH:23] |f:1.2|. The reactants are [H-].[Na+] (sodium hydride), CS(=O)C (DMSO), C(C)OC1=CC=C(C=C1)CCC1=CC(=C(C=O)C=C1)F (4-[2-(4-ethoxyphenyl)ethyl]-2-fluorobenzaldehyde), O (Water). Conditions: time 10 minute. The product is C(C)OC1=CC=C(C=C1)CCC1=CC2=C(C=C(S2)C(=O)OCC)C=C1 (ethyl 6-[2-(4-ethoxyphenyl)ethyl]-1-benzothiophene-2-carboxylate). Yield: 63.0%. RXN SMILES: [H-].[Na+].[CH2:3]([O:5][C:6]1[CH:11]=[CH:10][C:9]([CH2:12][CH2:13][C:14]2[CH:21]=[CH:20][C:17]([CH:18]=O)=[C:16](F)[CH:15]=2)=[CH:8][CH:7]=1)[CH3:4].[OH2:23].C[S:25]([CH3:27])=O>>[CH2:3]([O:5][C:6]1[CH:11]=[CH:10][C:9]([CH2:12][CH2:13][C:14]2[CH:21]=[CH:20][C:17]3[CH:18]=[C:27]([C:6]([O:5][CH2:3][CH3:4])=[O:23])[S:25][C:16]=3[CH:15]=2)=[CH:8][CH:7]=1)[CH3:4] |f:0.1|. Reported procedure: To a solution of ethyl mercaptoacetateester (0.450 mL, 4.07 mmol) in DMSO (10 mL) was added sodium hydride (60%, 196 mg, 4.89 mmol) and the mixture was stirred at room temperature for 10 min. To this reaction mixture was added 4-[2-(4-ethoxyphenyl)ethyl]-2-fluorobenzaldehyde (886 mg, 3.26 mmol) obtained in Reference Example 171, and the mixture was stirred at room temperature for 20 min. Water was added to the reaction mixture, and the mixture was extracted with ethyl acetate. The organic layer ...